The task is: describe an organic reaction: reactants, conditions, products, and yield. This data is from the Open Reaction Database (ORD), a public repository of structured organic reaction records. Starting materials: Cc1ccc([N+](=O)[O-])cc1Nc1cc(C(F)(F)F)nc(-c2ccncc2)n1, CCO, [Na+], [OH-], Cl[Sn](Cl)(Cl)Cl. RXN SMILES: [CH3:1][c:2]1[c:3]([NH:4][c:5]2[n:6][c:7](-[c:15]3[cH:16][cH:17][n:18][cH:19][cH:20]3)[n:8][c:9]([C:11]([F:12])([F:13])[F:14])[cH:10]2)[cH:21][c:22]([N+:25]([O-:26])=[O:27])[cH:23][cH:24]1.[CH3:35][CH2:36][OH:37].[Na+:34].[OH-:33].[Sn:28]([Cl:29])([Cl:30])([Cl:31])[Cl:32]>>[CH3:1][c:2]1[c:3]([NH:4][c:5]2[n:6][c:7](-[c:15]3[cH:16][cH:17][n:18][cH:19][cH:20]3)[n:8][c:9]([C:11]([F:12])([F:13])[F:14])[cH:10]2)[cH:21][c:22]([NH2:25])[cH:23][cH:24]1. Yields the product Cc1ccc(N)cc1Nc1cc(C(F)(F)F)nc(-c2ccncc2)n1. Starting materials: [Cl-].[NH4+] (ammonium chloride), BrCC#CC (1-bromo-2-butyne), C([O-])([O-])=O.[K+].[K+] (potassium carbonate), C(C)(C)(C)OC(=O)N1CCN(CC1)C1=NC=NC(=C1N)NC (4-(5-Amino-6-methylamino-pyrimidin-4-yl)piperazine-1-carboxylic acid t-butyl ester). Solvent: CN(C=O)C (N,N-dimethylformamide). Conditions: time 20 hour. The product is C(C)(C)(C)OC(=O)N1CCN(CC1)C1=NC=NC(=C1NCC#CC)NC (4-[5-(2-Butynylamino)-6-methylamino-pyrimidine-4-yl]piperazine-1-carboxylic acid t-butyl ester). RXN SMILES: [C:1]([O:5][C:6]([N:8]1[CH2:13][CH2:12][N:11]([C:14]2[C:19]([NH2:20])=[C:18]([NH:21][CH3:22])[N:17]=[CH:16][N:15]=2)[CH2:10][CH2:9]1)=[O:7])([CH3:4])([CH3:3])[CH3:2].Br[CH2:24][C:25]#[C:26][CH3:27].C(=O)([O-])[O-].[K+].[K+].[Cl-].[NH4+]>CN(C)C=O>[C:1]([O:5][C:6]([N:8]1[CH2:9][CH2:10][N:11]([C:14]2[C:19]([NH:20][CH2:24][C:25]#[C:26][CH3:27])=[C:18]([NH:21][CH3:22])[N:17]=[CH:16][N:15]=2)[CH2:12][CH2:13]1)=[O:7])([CH3:4])([CH3:3])[CH3:2] |f:2.3.4,5.6|. Reported procedure: 4-(5-Amino-6-methylamino-pyrimidin-4-yl)piperazine-1-carboxylic acid t-butyl ester (200 mg) was dissolved in N,N-dimethylformamide (5.0 mL), and then 1-bromo-2-butyne (57 μL) and anhydrous potassium carbonate (107 mg) were added to this solution. The reaction solution was stirred at room temperature for 20 hours, and then poured into a saturated aqueous ammonium chloride solution. It was then extracted with ethyl acetate, and the obtained organic layer was washed with water and saturated brine. ...